This data is from the Open Reaction Database (ORD), a public repository of structured organic reaction records. The task is: describe an organic reaction: reactants, conditions, products, and yield Reactants: COC(=O)c1cc(C(=O)OC)cc(C(C)(C)C)c1, CO, [Na+], [OH-], O. Yields the product COC(=O)c1cc(C(=O)O)cc(C(C)(C)C)c1. As a reaction SMILES: [C:1]([CH3:2])([CH3:3])([CH3:4])[c:5]1[cH:6][c:7]([C:15](=[O:16])[O:17][CH3:18])[cH:8][c:9]([C:10](=[O:11])[O:12][CH3:13])[cH:14]1.[CH3:21][OH:22].[Na+:20].[OH-:19].[OH2:23]>>[C:1]([CH3:2])([CH3:3])([CH3:4])[c:5]1[cH:6][c:7]([C:15](=[O:16])[OH:17])[cH:8][c:9]([C:10](=[O:11])[O:12][CH3:13])[cH:14]1. The reactants are hydrochloride salt, ClCCCN1CCN(CC1)C1=CC(=CC=C1)C(F)(F)F (1-(3-chloropropyl)-4-[3-(trifluoromethyl)phenyl]piperazine), N=1NC(N2C1C=CC=C2)=O (1,2,4-triazolo[4,3-a]pyridin-3(2H)-one), product, ClCCCN1CCN(CC1)C1=CC(=CC=C1)C(F)(F)F (1-(3-chloropropyl)-4-[3-(trifluoromethyl)phenyl]piperazine), [Na] (sodium), [I-].[K+] (potassium iodide). The solvent is [OH-].[K+] (KOH), C(C)#N (acetonitrile). Product: FC(C=1C=C(C=CC1)N1CCN(CC1)CCCN1N=C2N(C=CC=C2)C1=O)(F)F (2-[3-[4-[3-(Trifluoromethyl)phenyl]-1-piperazinyl]propyl]-1,2,4-triazolo[4,3-a]pyridin-3(2H)-one). As a reaction SMILES: Cl[CH2:2][CH2:3][CH2:4][N:5]1[CH2:10][CH2:9][N:8]([C:11]2[CH:16]=[CH:15][CH:14]=[C:13]([C:17]([F:20])([F:19])[F:18])[CH:12]=2)[CH2:7][CH2:6]1.[Na].[N:22]1[NH:23][C:24](=[O:31])[N:25]2[CH:30]=[CH:29][CH:28]=[CH:27][C:26]=12.[I-].[K+]>[OH-].[K+].C(#N)C>[F:18][C:17]([F:20])([F:19])[C:13]1[CH:12]=[C:11]([N:8]2[CH2:9][CH2:10][N:5]([CH2:4][CH2:3][CH2:2][N:23]3[C:24](=[O:31])[N:25]4[CH:30]=[CH:29][CH:28]=[CH:27][C:26]4=[N:22]3)[CH2:6][CH2:7]2)[CH:16]=[CH:15][CH:14]=1 |f:3.4,5.6,^1:20|. Procedure details: The hydrochloride salt of 1-(3-chloropropyl)-4-[3-(trifluoromethyl)phenyl]piperazine, 6.41 g. (0.0187 mole) is dissolved in dilute KOH solution and the free base which is formed is extracted into ether. The ether solution is washed with water and brine, dried over magnesium sulfate, and concentrated under reduced pressure to afford the desired free base. A suspension of 2.61 g. (0.0166 mole) of the sodium salt of 1,2,4-triazolo[4,3-a]pyridin-3(2H)-one and 5.09 g (0.0166 mole) of 1-(3-chloropropy... The reactants are BrC=1C=CC(=C(C#N)C1)C(=O)N1CCN(CC1)C1=NC=C(C=C1C)C (5-bromo-2-[4-(3,5-dimethylpyridin-2-yl)piperazine-1-carbonyl]benzonitrile), C(C)(=O)N1C(NCC1)=O (1-acetylimidazolidin-2-one). Yields the product C(C)(=O)N1C(N(CC1)C=1C=CC(=C(C#N)C1)C(=O)N1CCN(CC1)C1=NC=C(C=C1C)C)=O (5-(3-acetyl-2-oxoimidazolidin-1-yl)-2-[4-(3,5-dimethylpyridin-2-yl)piperazine-1-carbonyl]benzonitrile). The yield is 68.5%. RXN SMILES: Br[C:2]1[CH:3]=[CH:4][C:5]([C:10]([N:12]2[CH2:17][CH2:16][N:15]([C:18]3[C:23]([CH3:24])=[CH:22][C:21]([CH3:25])=[CH:20][N:19]=3)[CH2:14][CH2:13]2)=[O:11])=[C:6]([CH:9]=1)[C:7]#[N:8].[C:26]([N:29]1[CH2:33][CH2:32][NH:31][C:30]1=[O:34])(=[O:28])[CH3:27]>>[C:26]([N:29]1[CH2:33][CH2:32][N:31]([C:2]2[CH:3]=[CH:4][C:5]([C:10]([N:12]3[CH2:17][CH2:16][N:15]([C:18]4[C:23]([CH3:24])=[CH:22][C:21]([CH3:25])=[CH:20][N:19]=4)[CH2:14][CH2:13]3)=[O:11])=[C:6]([CH:9]=2)[C:7]#[N:8])[C:30]1=[O:34])(=[O:28])[CH3:27]. Procedure: Using 5-bromo-2-[4-(3,5-dimethylpyridin-2-yl)piperazine-1-carbonyl]benzonitrile (1.2 g) described in Preparation Example 187 and 1-acetylimidazolidin-2-one (461 mg) and by the reaction and treatment in the same manner as in Example 1, the title compound (919 mg) was obtained. The reactants are C(=O)(O)[O-].[Na+] (sodium hydrocarbonate), ClCC(=O)NC1[C@@H]2N(C(=C(CS2)CNC(C)=O)C(=O)O)C1=O (7-chloroacetylamino-3-acetylaminomethylceph-3-em-4-carboxylic acid), C1(=CC=CC=C1)C=1OC(=NN1)S (2-phenyl-5-mercapto-1,3,4-oxadiazole), C(=O)(O)[O-].[Na+] (sodium hydrocarbonate), O (water), O (water). Run in CC(=O)C (acetone). Run at time 12 hour. Product: C1(=CC=CC=C1)C=1OC(=NN1)SCC(=O)NC1[C@@H]2N(C(=C(CS2)CNC(C)=O)C(=O)O)C1=O (7-(2-phenyl-1,3,4-oxadiazole-5-ylthio)acetylamino-3-acetylaminomethylceph-3-em-4-carboxylic acid). The yield is 75.0%. RXN SMILES: Cl[CH2:2][C:3]([NH:5][CH:6]1[C:21](=[O:22])[N:8]2[C:9]([C:18]([OH:20])=[O:19])=[C:10]([CH2:13][NH:14][C:15](=[O:17])[CH3:16])[CH2:11][S:12][C@H:7]12)=[O:4].C([O-])(O)=O.[Na+].O.[C:29]1([C:35]2[O:36][C:37]([SH:40])=[N:38][N:39]=2)[CH:34]=[CH:33][CH:32]=[CH:31][CH:30]=1>CC(C)=O>[C:29]1([C:35]2[O:36][C:37]([S:40][CH2:2][C:3]([NH:5][CH:6]3[C:21](=[O:22])[N:8]4[C:9]([C:18]([OH:20])=[O:19])=[C:10]([CH2:13][NH:14][C:15](=[O:17])[CH3:16])[CH2:11][S:12][C@H:7]34)=[O:4])=[N:38][N:39]=2)[CH:30]=[CH:31][CH:32]=[CH:33][CH:34]=1 |f:1.2|. Procedure: 1.75 g. of 7-chloroacetylamino-3-acetylaminomethylceph-3-em-4-carboxylic acid and 0.42 g. of sodium hydrocarbonate were dissolved in 10 ml. of water. Thereafter 0.9 g. of 2-phenyl-5-mercapto-1,3,4-oxadiazole and 0.42 g. of sodium hydrocarbonate dissolved in a mixture of 10 ml. of water and 5 ml. of acetone were added. The reaction mixture was stirred at room temperature for 12 hours. The acetone was evaporated in vacuo. The pH of the residue was adjusted to 2 by adding some diluted sulphuric aci... Product: CC(C)(C)OCCCN1C(=O)c2ccccc2C1=O. The reactants are C=C(C)C, CC(C)=O, ClCCl, O=C1c2ccccc2C(=O)N1CCCO, O=S(=O)(O)O. Reaction SMILES: [CH3:21][C:22]([CH3:23])=[CH2:24].[CH3:25][C:26](=[O:27])[CH3:28].[Cl:29][CH2:30][Cl:31].[OH:1][CH2:2][CH2:3][CH2:4][N:5]1[C:6](=[O:15])[c:7]2[cH:8][cH:9][cH:10][cH:11][c:12]2[C:13]1=[O:14].[S:16](=[O:17])(=[O:18])([OH:19])[OH:20]>>[O:1]([CH2:2][CH2:3][CH2:4][N:5]1[C:6](=[O:15])[c:7]2[cH:8][cH:9][cH:10][cH:11][c:12]2[C:13]1=[O:14])[C:22]([CH3:21])([CH3:23])[CH3:24]. The reactants are O=C([O-])[O-], CN(C)C=O, ClCCBr, [K+], [K+], O, COc1cc2c(Oc3cc(C)c(C)cc3C(C)=O)ccnc2cc1O. The product is COc1cc2c(Oc3cc(C)c(C)cc3C(C)=O)ccnc2cc1OCCCl. As a reaction SMILES: [C:30](=[O:31])([O-:32])[O-:33].[CH3:37][N:38]([CH3:39])[CH:40]=[O:41].[Cl:26][CH2:27][CH2:28][Br:29].[K+:34].[K+:35].[OH2:36].[OH:1][c:2]1[c:3]([O:24][CH3:25])[cH:4][c:5]2[c:6]([O:12][c:13]3[c:14]([C:21]([CH3:22])=[O:23])[cH:15][c:16]([CH3:20])[c:17]([CH3:19])[cH:18]3)[cH:7][cH:8][n:9][c:10]2[cH:11]1>>[O:1]([c:2]1[c:3]([O:24][CH3:25])[cH:4][c:5]2[c:6]([O:12][c:13]3[c:14]([C:21]([CH3:22])=[O:23])[cH:15][c:16]([CH3:20])[c:17]([CH3:19])[cH:18]3)[cH:7][cH:8][n:9][c:10]2[cH:11]1)[CH2:28][CH2:27][Cl:26].